Task: describe an organic reaction: reactants, conditions, products, and yield. Dataset: the Open Reaction Database (ORD), a public repository of structured organic reaction records Reactants: Cl.ClC=1C=NC(NC1)=O (5-chloropyrimidin-2-one hydrochloride), BrCC(=O)C1=CC=C(C(C(=O)OC)=C1)O (methyl 5-bromoacetylsalicylate). The solvent is C(C)N(CC)CC (triethylamine), C(C)O (ethanol). Yields the product ClC=1C=NC(N(C1)CC(=O)C1=CC=C(C(C(=O)OC)=C1)O)=O (Methyl 5-(5-chloro-2-oxopyrimidin-1-yl)acetylsalicylate). As a reaction SMILES: Cl.[Cl:2][C:3]1[CH:4]=[N:5][C:6](=[O:9])[NH:7][CH:8]=1.Br[CH2:11][C:12]([C:14]1[CH:23]=[C:18]([C:19]([O:21][CH3:22])=[O:20])[C:17]([OH:24])=[CH:16][CH:15]=1)=[O:13]>C(N(CC)CC)C.C(O)C>[Cl:2][C:3]1[CH:4]=[N:5][C:6](=[O:9])[N:7]([CH2:11][C:12]([C:14]2[CH:23]=[C:18]([C:19]([O:21][CH3:22])=[O:20])[C:17]([OH:24])=[CH:16][CH:15]=2)=[O:13])[CH:8]=1 |f:0.1|. Procedure details: A solution of 5-chloropyrimidin-2-one hydrochloride (508 mg) and methyl 5-bromoacetylsalicylate (827 mg) in triethylamine (1 ml) and ethanol (20 ml) was stirred at ambient temperature for 13/4 hours, by which time a precipitate had formed. This suspension was chilled in ice, and the collected solid was crystallised from chloroform-ethanol to give the title pyrimidinone: yield 442 mg: m.p. 203°-204° dec: λmaxEtOH 228.5 nm (ε 40720), 269.5 nm (ε 16930), 312.5 nm (ε 6320). Starting materials: CC(C)(C)OC(=O)CBr, O=C([O-])[O-], CN(C)C=O, [K+], [K+], Nc1ccc2ccccc2c1, O. The product is CC(C)(C)OC(=O)CNc1ccc2ccccc2c1. Reaction SMILES: [Br:18][CH2:19][C:20](=[O:21])[O:22][C:23]([CH3:24])([CH3:25])[CH3:26].[C:12](=[O:13])([O-:14])[O-:15].[CH3:27][N:28]([CH3:29])[CH:30]=[O:31].[K+:16].[K+:17].[NH2:1][c:2]1[cH:3][c:4]2[cH:5][cH:6][cH:7][cH:8][c:9]2[cH:10][cH:11]1.[OH2:32]>>[NH:1]([c:2]1[cH:3][c:4]2[cH:5][cH:6][cH:7][cH:8][c:9]2[cH:10][cH:11]1)[CH2:19][C:20](=[O:21])[O:22][C:23]([CH3:24])([CH3:25])[CH3:26]. Starting materials: C(C)OC(N1C(CC2=CC=CC=C12)=O)OCC (1-diethoxymethyloxindole), [H-].[Na+] (sodium hydride), ClC1=NC=NC2=CC(=C(C=C12)OC)OCCCN1CCOCC1 (4-Chloro-6-methoxy-7-(3-morpholinopropoxy)quinazoline). The solvent is C1CCOC1 (THF). Reaction conditions: time 45 minute. Yields the product C(C)OC(N1C(C(C2=CC=CC=C12)C1=NC=NC2=CC(=C(C=C12)OC)OCCCN1CCOCC1)=O)OCC (4-(1-diethoxymethyloxindol-3-yl)-6-methoxy-7-(3-morpholinopropoxy)quinazoline). Isolated yield 79.2%. RXN SMILES: Cl[C:2]1[C:11]2[C:6](=[CH:7][C:8]([O:14][CH2:15][CH2:16][CH2:17][N:18]3[CH2:23][CH2:22][O:21][CH2:20][CH2:19]3)=[C:9]([O:12][CH3:13])[CH:10]=2)[N:5]=[CH:4][N:3]=1.[CH2:24]([O:26][CH:27]([O:38][CH2:39][CH3:40])[N:28]1[C:36]2[C:31](=[CH:32][CH:33]=[CH:34][CH:35]=2)[CH2:30][C:29]1=[O:37])[CH3:25].[H-].[Na+]>C1COCC1>[CH2:39]([O:38][CH:27]([O:26][CH2:24][CH3:25])[N:28]1[C:36]2[C:31](=[CH:32][CH:33]=[CH:34][CH:35]=2)[CH:30]([C:2]2[C:11]3[C:6](=[CH:7][C:8]([O:14][CH2:15][CH2:16][CH2:17][N:18]4[CH2:23][CH2:22][O:21][CH2:20][CH2:19]4)=[C:9]([O:12][CH3:13])[CH:10]=3)[N:5]=[CH:4][N:3]=2)[C:29]1=[O:37])[CH3:40] |f:2.3|. Procedure details: 4-Chloro-6-methoxy-7-(3-morpholinopropoxy)quinazoline (338 mg, 1 mmol) was dissolved in THF (20 ml) at 40° C., and 1-diethoxymethyloxindole (705 mg, 3 mmol), (prepared according to Synthesis 1975, 168), and sodium hydride (138 mg, 5.8 mmol, pre-washed with petroleum ether) were added successively to the solution at ambient temperature. After stirring for 45 minutes, the volatiles were removed by evaporation and the residue dissolved in methylene chloride. The solution was washed with an aqueous ... Reactants: ClC1=CC=C(C=C1)\C=C(/C(C(C)(C)C)=O)\N1N=CN=C1 ((E)-1-(4-chlorophenyl)-2-(1,2,4-triazol-1-yl)-4,4-dimethyl-1-penten-3-one), B.O1CCCC1 (borane tetrahydrofuran), N[C@H](C(O)(C1=CC=CC=C1)C1=CC=CC=C1)CC(C)C ((S)-2-amino-1,1-diphenyl-4-methylpentan-1-ol). Run in C(Cl)(Cl)Cl (chloroform), C(Cl)(Cl)Cl (chloroform). Conditions: time 24 hour. The product is ClC1=CC=C(C=C1)\C=C(/C(C(C)(C)C)O)\N1N=CN=C1 ((+)-(E)-1-(4-chlorophenyl)-2-(1,2,4-triazol-1-yl)-4,4-dimethyl-1-penten-3-ol). Isolated yield 98.6%. As a reaction SMILES: N[C@@H](CC(C)C)C(C1C=CC=CC=1)(C1C=CC=CC=1)O.B.O1CCCC1.[Cl:27][C:28]1[CH:33]=[CH:32][C:31](/[CH:34]=[C:35](/[N:42]2[CH:46]=[N:45][CH:44]=[N:43]2)\[C:36](=[O:41])[C:37]([CH3:40])([CH3:39])[CH3:38])=[CH:30][CH:29]=1>C(Cl)(Cl)Cl>[Cl:27][C:28]1[CH:33]=[CH:32][C:31](/[CH:34]=[C:35](/[N:42]2[CH:46]=[N:45][CH:44]=[N:43]2)\[CH:36]([OH:41])[C:37]([CH3:40])([CH3:39])[CH3:38])=[CH:30][CH:29]=1 |f:1.2|. Reported procedure: In a nitrogen atmosphere, 3.5 ml of a chloroform solution containing 0.233 g (0.86 mmole) of (S)-2-amino-1,1-diphenyl-4-methylpentan-1-ol was added at -60° C. to 0.87 ml (0.87 mmole) of a 1.0M borane-tetrahydrofuran solution, and the temperature of the resulting solution was raised to room temperature over 2 hours. Thereafter, 2 ml of a chloroform solution containing 0.164 g (0.57 mmole) of (E)-1-(4-chlorophenyl)-2-(1,2,4-triazol-1-yl)-4,4-dimethyl-1-penten-3-one was added to this solution at ro... The reactants are [OH-].[Na+] (NaOH), OO (H2O2), solution, ClC1=CC=C(O1)C1=NOC(=C1C1=CC=CC=C1)C(=O)O ([3-(5-chlorofuran-2-yl)-4-phenylisoxazol-5-yl]carboxylic acid), N#N (N2). Run in O (H2O), C1CCOC1 (THF), C1CCOC1 (THF). The product is ClC1=CC=C(O1)C1=NOC(=C1C1=CC=CC=C1)CO (3-(5-Chlorofuran-2-yl)-4-phenyl-5-hydroxymethylisoxazole). Yield: 52.0%. Reaction SMILES: [Cl:1][C:2]1[O:6][C:5]([C:7]2[C:11]([C:12]3[CH:17]=[CH:16][CH:15]=[CH:14][CH:13]=3)=[C:10]([C:18](O)=[O:19])[O:9][N:8]=2)=[CH:4][CH:3]=1.N#N.[OH-].[Na+].OO>C1COCC1.O>[Cl:1][C:2]1[O:6][C:5]([C:7]2[C:11]([C:12]3[CH:17]=[CH:16][CH:15]=[CH:14][CH:13]=3)=[C:10]([CH2:18][OH:19])[O:9][N:8]=2)=[CH:4][CH:3]=1 |f:2.3|. Procedure: A 2M solution of the borane-dimethylsulphide complex in THF (1.72 ml, 3.44 mmoles) is added drop wise to the [3-(5-chlorofuran-2-yl)-4-phenylisoxazol-5-yl]carboxylic acid (500 mg, 1.73 mmoles) solubilised in anhydrous THF (6 ml) and kept stirring at 0° C. in an atmosphere of N2. The reaction mixture is brought to ambient temperature and kept stirring. After 15 hours more BMS is added (1.72 ml), and after 9 more hours the reaction is blocked by adding H2O (10 ml), NaOH 3N (10 ml) and H2O2 (30% w/... Starting materials: final acid, CC(=O)OC=1C=CC=CC1C(=O)O (aspirin), O (water), C([O-])([O-])=O.[Na+].[Na+] (sodium carbonate), O (water). Run in C(C)(=O)O (acetic acid), C(C)(=O)O (acetic acid). Reaction conditions: time 1 hour. The product is C(C)(=O)OC=1C(C(=O)[O-])=CC=CC1.[Na+] (sodium acetylsalicylate). Reaction SMILES: [CH3:1][C:2]([O:4][C:5]1[CH:6]=[CH:7][CH:8]=[CH:9][C:10]=1[C:11]([OH:13])=[O:12])=[O:3].C(=O)([O-])[O-].[Na+:18].[Na+].O>C(O)(=O)C>[C:2]([O:4][C:5]1[C:10](=[CH:9][CH:8]=[CH:7][CH:6]=1)[C:11]([O-:13])=[O:12])(=[O:3])[CH3:1].[Na+:18] |f:1.2.3,6.7|. Procedure details: A cold solution (10° C.) of sodium acetylsalicylate was prepared using 25 gms. of aspirin, 8.65 gms. of sodium carbonate and 250 ml. of distilled water. The solution was stirred until complete solution occurred. A cold solution (5° C.) of tea was prepared by dissolving 6.25 gms. of instant tea in 750 ml. of distilled water. The two cold solutions were combined, maintained below 10° C. and stirred while 18.0 ml. of glacial acetic acid was added. After one hour an additional 25 ml. of glacial acet... Reactants: [Li+].CC(C)[N-]C(C)C (LDA), C(C(C)C)(=O)OCC (ethyl isobutyrate), CN(C)P(=O)(N(C)C)N(C)C (HMPA), C(CCC)I (butyl iodide). Run in C1CCOC1 (THF). Reaction conditions: time 1 hour. The product is CC(C(=O)OCC)(CCCC)C (Ethyl 2,2-Dimethyl-caproate). As a reaction SMILES: [Li+].[CH3:2][CH:3]([N-]C(C)C)[CH3:4].[C:9]([O:14][CH2:15][CH3:16])(=[O:13])[CH:10]([CH3:12])[CH3:11].[CH3:17]N(P(N(C)C)(N(C)C)=O)C.C(I)CCC>C1COCC1>[CH3:11][C:10]([CH3:17])([CH2:12][CH2:2][CH2:3][CH3:4])[C:9]([O:14][CH2:15][CH3:16])=[O:13] |f:0.1|. Reported procedure: To LDA prepared at -78° C. in the usual manner was added ethyl isobutyrate (45 g) in THF, and stirred for 1 h. A dry HMPA solution of butyl iodide (107 g) was added, and the mixture was stirred at -78° C. for 1 h and then at room temperature for additional 1 h.